From a dataset of the Open Reaction Database (ORD), a public repository of structured organic reaction records. describe an organic reaction: reactants, conditions, products, and yield The reactants are CC(C)(C)OC(=O)N=NC(=O)OC(C)(C)C, CCCCCCCO, C1CCOC1, O=Cc1cc(O)ccc1[N+](=O)[O-], c1ccc(P(c2ccccc2)c2ccccc2)cc1. Product: CCCCCCCOc1ccc([N+](=O)[O-])c(C=O)c1. As a reaction SMILES: [C:40]([O:41][C:42]([N:43]=[N:44][C:45]([O:46][C:47]([CH3:48])([CH3:49])[CH3:50])=[O:51])=[O:52])([CH3:53])([CH3:54])[CH3:55].[CH2:13]([CH2:14][CH2:15][CH2:16][CH2:17][CH2:18][CH3:19])[OH:20].[CH2:56]1[O:57][CH2:58][CH2:59][CH2:60]1.[OH:1][c:2]1[cH:3][cH:4][c:5]([N+:10](=[O:11])[O-:12])[c:6]([CH:7]=[O:8])[cH:9]1.[c:21]1([P:22]([c:23]2[cH:24][cH:25][cH:26][cH:27][cH:28]2)[c:29]2[cH:30][cH:31][cH:32][cH:33][cH:34]2)[cH:35][cH:36][cH:37][cH:38][cH:39]1>>[O:1]([c:2]1[cH:3][cH:4][c:5]([N+:10](=[O:11])[O-:12])[c:6]([CH:7]=[O:8])[cH:9]1)[CH2:13][CH2:14][CH2:15][CH2:16][CH2:17][CH2:18][CH3:19]. Reactants: CCn1c(=O)n(-c2ccc(OCc3ccccc3)cc2)c2ncc(O)cc21, O=C([O-])C(F)(F)Cl, [K+], [K+], [Na+], O=C([O-])[O-], CN(C)C=O, O. Product: CCn1c(=O)n(-c2ccc(OCc3ccccc3)cc2)c2ncc(OC(F)F)cc21. Reaction SMILES: [CH2:1]([c:2]1[cH:3][cH:4][cH:5][cH:6][cH:7]1)[O:8][c:9]1[cH:10][cH:11][c:12](-[n:15]2[c:16](=[O:27])[n:17]([CH2:25][CH3:26])[c:18]3[c:19]2[n:20][cH:21][c:22]([OH:24])[cH:23]3)[cH:13][cH:14]1.[Cl:28][C:29]([C:30]([O-:31])=[O:32])([F:33])[F:34].[K+:36].[K+:37].[Na+:35].[O-:38][C:39]([O-:40])=[O:41].[O:42]=[CH:43][N:44]([CH3:45])[CH3:46].[OH2:47]>>[CH2:1]([c:2]1[cH:3][cH:4][cH:5][cH:6][cH:7]1)[O:8][c:9]1[cH:10][cH:11][c:12](-[n:15]2[c:16](=[O:27])[n:17]([CH2:25][CH3:26])[c:18]3[c:19]2[n:20][cH:21][c:22]([O:24][CH:29]([F:33])[F:34])[cH:23]3)[cH:13][cH:14]1.